Dataset: the Open Reaction Database (ORD), a public repository of structured organic reaction records. Task: describe an organic reaction: reactants, conditions, products, and yield The reactants are O=S(=O)(Cl)c1cc2ccc(Cl)cc2s1, Cl, O=C1CNCCN1CCNc1ccnnc1. Yields the product O=C1CN(S(=O)(=O)c2cc3ccc(Cl)cc3s2)CCN1CCNc1ccnnc1. RXN SMILES: [Cl:18][c:19]1[cH:20][cH:21][c:22]2[c:23]([s:24][c:25]([S:27](=[O:28])(=[O:29])[Cl:30])[cH:26]2)[cH:31]1.[ClH:1].[n:2]1[n:3][cH:4][c:5]([NH:8][CH2:9][CH2:10][N:11]2[C:12](=[O:17])[CH2:13][NH:14][CH2:15][CH2:16]2)[cH:6][cH:7]1>>[n:2]1[n:3][cH:4][c:5]([NH:8][CH2:9][CH2:10][N:11]2[C:12](=[O:17])[CH2:13][N:14]([S:27]([c:25]3[s:24][c:23]4[c:22]([cH:21][cH:20][c:19]([Cl:18])[cH:31]4)[cH:26]3)(=[O:28])=[O:29])[CH2:15][CH2:16]2)[cH:6][cH:7]1. Starting materials: O=C([O-])[O-], CC(C)=O, CC(C)(CCOc1ccc(Cl)cc1Cl)C(=O)CCl, [K+], [K+], c1nc[nH]n1. Product: CC(C)(CCOc1ccc(Cl)cc1Cl)C(=O)Cn1cncn1. Reaction SMILES: [C:19](=[O:20])([O-:21])[O-:22].[CH3:30][C:31](=[O:32])[CH3:33].[Cl:1][CH2:2][C:3]([C:4]([CH2:5][CH2:6][O:7][c:8]1[c:9]([Cl:15])[cH:10][c:11]([Cl:14])[cH:12][cH:13]1)([CH3:16])[CH3:17])=[O:18].[K+:23].[K+:24].[nH:25]1[n:26][cH:27][n:28][cH:29]1>>[CH2:2]([C:3]([C:4]([CH2:5][CH2:6][O:7][c:8]1[c:9]([Cl:15])[cH:10][c:11]([Cl:14])[cH:12][cH:13]1)([CH3:16])[CH3:17])=[O:18])[n:25]1[n:26][cH:27][n:28][cH:29]1. Starting materials: [Na] (sodium), NC(=O)N (urea), C1(CCCC1)C(C(=O)OCC)C(=O)OCC (diethyl cyclopentylmalonate). Solvent: C(C)O (ethanol). The product is C1(CCCC1)C1C(NC(NC1=O)=O)=O (5-Cyclopentylbarbituric Acid). As a reaction SMILES: [Na].[NH2:2][C:3]([NH2:5])=[O:4].[CH:6]1([CH:11]([C:17](OCC)=[O:18])[C:12](OCC)=[O:13])[CH2:10][CH2:9][CH2:8][CH2:7]1>C(O)C>[CH:6]1([CH:11]2[C:12](=[O:13])[NH:5][C:3](=[O:4])[NH:2][C:17]2=[O:18])[CH2:10][CH2:9][CH2:8][CH2:7]1 |^1:0|. Procedure details: To a solution of 3.48 g (151 mmol) of sodium in 50 mL absolute ethanol was added 3.02 g (50 mmol) urea and 10 g (44 mmol) of the diethyl cyclopentylmalonate prepared above. The thick white slurry which formed was refluxed for 12 hours. Most of the ethanol was removed via rotary evaporation, and the residue was diluted with 100 mL of water and acidified with 10 mL of 98% H2SO4. The resulting white solid which formed was collected by filtration and dried on a pump. The solid was recrystallized fro... Starting materials: ClC(Cl)Cl, CC(C)(C)OC(=O)NC(Cc1cccc(OC(F)(F)C(F)F)c1)C(O)c1csc(-c2ccccc2)n1, O=C(O)C(F)(F)F. Product: NC(Cc1cccc(OC(F)(F)C(F)F)c1)C(O)c1csc(-c2ccccc2)n1. RXN SMILES: [CH:44]([Cl:45])([Cl:46])[Cl:47].[OH:1][CH:2]([CH:3]([CH2:4][c:5]1[cH:6][c:7]([O:11][C:12]([CH:13]([F:14])[F:15])([F:16])[F:17])[cH:8][cH:9][cH:10]1)[NH:18][C:19](=[O:20])[O:21][C:22]([CH3:23])([CH3:24])[CH3:25])[c:26]1[n:27][c:28](-[c:31]2[cH:32][cH:33][cH:34][cH:35][cH:36]2)[s:29][cH:30]1.[OH:37][C:38]([C:39]([F:40])([F:41])[F:42])=[O:43]>>[OH:1][CH:2]([CH:3]([CH2:4][c:5]1[cH:6][c:7]([O:11][C:12]([CH:13]([F:14])[F:15])([F:16])[F:17])[cH:8][cH:9][cH:10]1)[NH2:18])[c:26]1[n:27][c:28](-[c:31]2[cH:32][cH:33][cH:34][cH:35][cH:36]2)[s:29][cH:30]1. Run in C1CCOC1 (THF), C(Cl)Cl (DCM). Procedure details: methyl 4-(4-(4-(but-3-enyloxy)benzylamino)-6-(2,2,2-trifluoroethoxy)-1,3,5-triazin-2-ylamino)benzoate (46 mg, 0.091 mmol) was dissolved in THF (2 mL). LiOH (10.94 mg, 0.457 mmol) and Water (2 mL) were added to the solution and the reaction was warmed to 60° C. for 16 h. The reaction was diluted with DCM and acidified with 1 N HCl. The organic layer was collected, dried over sodium sulfate, and concentrated under vacuum to give 4-(4-(4-(but-3-enyloxy)benzylamino)-6-(2,2,2-trifluoroethoxy)-1,3,5-t... Product: C(CC=C)OC1=CC=C(CNC2=NC(=NC(=N2)OCC(F)(F)F)NC2=CC=C(C(=O)O)C=C2)C=C1 (4-(4-(4-(but-3-enyloxy)benzylamino)-6-(2,2,2-trifluoroethoxy)-1,3,5-triazin-2-ylamino)benzoic acid). Reaction conditions: temperature 60 celsius. RXN SMILES: [CH2:1]([O:5][C:6]1[CH:36]=[CH:35][C:9]([CH2:10][NH:11][C:12]2[N:17]=[C:16]([O:18][CH2:19][C:20]([F:23])([F:22])[F:21])[N:15]=[C:14]([NH:24][C:25]3[CH:34]=[CH:33][C:28]([C:29]([O:31]C)=[O:30])=[CH:27][CH:26]=3)[N:13]=2)=[CH:8][CH:7]=1)[CH2:2][CH:3]=[CH2:4].[Li+].[OH-].O.Cl>C1COCC1.C(Cl)Cl>[CH2:1]([O:5][C:6]1[CH:7]=[CH:8][C:9]([CH2:10][NH:11][C:12]2[N:17]=[C:16]([O:18][CH2:19][C:20]([F:23])([F:21])[F:22])[N:15]=[C:14]([NH:24][C:25]3[CH:26]=[CH:27][C:28]([C:29]([OH:31])=[O:30])=[CH:33][CH:34]=3)[N:13]=2)=[CH:35][CH:36]=1)[CH2:2][CH:3]=[CH2:4] |f:1.2|. Reactants: Cl (HCl), [Li+].[OH-] (LiOH), O (Water), C(CC=C)OC1=CC=C(CNC2=NC(=NC(=N2)OCC(F)(F)F)NC2=CC=C(C(=O)OC)C=C2)C=C1 (methyl 4-(4-(4-(but-3-enyloxy)benzylamino)-6-(2,2,2-trifluoroethoxy)-1,3,5-triazin-2-ylamino)benzoate). Isolated yield 101.0%. Starting materials: BrCC(=O)C1=C(C=C(C=C1C)SC1=CC=C(C=C1)C)C (2-bromo-1-(2,6-dimethyl-4-(p-tolylthio)phenyl)ethanone), NC(=S)N (thiourea). Solvent: CCO (EtOH). The product is CC1=C(C(=CC(=C1)SC1=CC=C(C=C1)C)C)C=1N=C(SC1)N (4-(2,6-dimethyl-4-(p-tolylthio)phenyl)thiazol-2-amine). The yield is 100.0%. As a reaction SMILES: Br[CH2:2][C:3]([C:5]1[C:10]([CH3:11])=[CH:9][C:8]([S:12][C:13]2[CH:18]=[CH:17][C:16]([CH3:19])=[CH:15][CH:14]=2)=[CH:7][C:6]=1[CH3:20])=O.[NH2:21][C:22]([NH2:24])=[S:23]>CCO>[CH3:20][C:6]1[CH:7]=[C:8]([S:12][C:13]2[CH:18]=[CH:17][C:16]([CH3:19])=[CH:15][CH:14]=2)[CH:9]=[C:10]([CH3:11])[C:5]=1[C:3]1[N:21]=[C:22]([NH2:24])[S:23][CH:2]=1. Procedure: A reaction mixture containing 2-bromo-1-(2,6-dimethyl-4-(p-tolylthio)phenyl)ethanone (394.8 mg, 1.1 mmol, 1.0 equiv) and thiourea (86.04 mg, 1.1 mmol, 1.0 equiv) in EtOH (10.0 mL) was heated at reflux for 16 h. The solution was concentrated under reduced pressure, and the residue was re-dissolved in EtOAc (50 mL). The solution was washed with saturated aqueous NaHCO3 (30 mL), dried over MgSO4(s), and concentrated under reduced pressure. The residue was purified by column chromatography on silica...